This data is from the Open Reaction Database (ORD), a public repository of structured organic reaction records. The task is: describe an organic reaction: reactants, conditions, products, and yield Starting materials: [H-].[Al+3].[Li+].[H-].[H-].[H-] (lithium aluminum hydride), C(C)(C)(C)OC(=O)N1C(CCCC1)CC(=O)OC (2-(methoxycarbonylmethyl)piperidine-1-carboxylic acid tert-butyl ester). Conditions: time 30 minute. The product is C(C)(C)(C)OC(=O)N1C(CCCC1)CCO (2-(2-hydroxyethyl)-piperidine-1-carboxylic acid tert-butyl ester). Isolated yield 94.6%. Reaction SMILES: [H-].[Al+3].[Li+].[H-].[H-].[H-].[C:7]([O:11][C:12]([N:14]1[CH2:19][CH2:18][CH2:17][CH2:16][CH:15]1[CH2:20][C:21](OC)=[O:22])=[O:13])([CH3:10])([CH3:9])[CH3:8]>>[C:7]([O:11][C:12]([N:14]1[CH2:19][CH2:18][CH2:17][CH2:16][CH:15]1[CH2:20][CH2:21][OH:22])=[O:13])([CH3:10])([CH3:9])[CH3:8] |f:0.1.2.3.4.5|. Procedure details: To a slurry of lithium aluminum hydride (580 mg in 65 mL dry diethyl ether) at 0° C. was added dropwise a solution of 2-(methoxycarbonylmethyl)piperidine-1-carboxylic acid tert-butyl ester (5.47 g in 40 mL dry diethyl ether) over a period of 30 minutes. The reaction was allowed to continue at 0° C. for an additional hour, at which time it was quenched by the careful addition of 0.58 mL water followed by 0.58 mL 2N sodium hydroxide and 1.8 mL water. The resulting suspension was stirred vigourousl... The product is FC(F)(F)c1cccc(-c2c(-c3ccnc(Cl)c3)nc(Cl)n3cnnc23)c1. Reaction SMILES: [CH3:42][CH2:43][O:44][C:45]([CH3:46])=[O:47].[CH:33]([N:34]([CH:35]([CH3:36])[CH3:37])[CH2:38][CH3:39])([CH3:40])[CH3:41].[OH:1][c:2]1[n:3][c:4](-[c:21]2[cH:22][c:23]([Cl:27])[n:24][cH:25][cH:26]2)[c:5](-[c:11]2[cH:12][c:13]([C:17]([F:18])([F:19])[F:20])[cH:14][cH:15][cH:16]2)[c:6]2[n:7]1[cH:8][n:9][n:10]2.[P:28]([Cl:29])([Cl:30])([Cl:31])=[O:32]>>[c:2]1([Cl:30])[n:3][c:4](-[c:21]2[cH:22][c:23]([Cl:27])[n:24][cH:25][cH:26]2)[c:5](-[c:11]2[cH:12][c:13]([C:17]([F:18])([F:19])[F:20])[cH:14][cH:15][cH:16]2)[c:6]2[n:7]1[cH:8][n:9][n:10]2. Starting materials: CCOC(C)=O, CCN(C(C)C)C(C)C, Oc1nc(-c2ccnc(Cl)c2)c(-c2cccc(C(F)(F)F)c2)c2nncn12, O=P(Cl)(Cl)Cl.